describe an organic reaction: reactants, conditions, products, and yield From a dataset of the Open Reaction Database (ORD), a public repository of structured organic reaction records. Starting materials: C1CCOC1, COc1ccc(OC(=O)Cl)cc1, Nc1cccc2nc(-c3c(NCC(O)c4ccccc4)cc[nH]c3=O)[nH]c12, c1ccncc1. Yields the product COc1ccc(OC(=O)Nc2cccc3nc(-c4c(NCC(O)c5ccccc5)cc[nH]c4=O)[nH]c23)cc1. Reaction SMILES: [CH2:46]1[O:47][CH2:48][CH2:49][CH2:50]1.[Cl:34][C:35](=[O:36])[O:37][c:38]1[cH:39][cH:40][c:41]([O:44][CH3:45])[cH:42][cH:43]1.[NH2:7][c:8]1[cH:9][cH:10][cH:11][c:12]2[c:13]1[nH:14][c:15](-[c:17]1[c:18](=[O:33])[nH:19][cH:20][cH:21][c:22]1[NH:23][CH2:24][CH:25]([c:26]1[cH:27][cH:28][cH:29][cH:30][cH:31]1)[OH:32])[n:16]2.[cH:1]1[cH:2][cH:3][n:4][cH:5][cH:6]1>>[NH:7]([c:8]1[cH:9][cH:10][cH:11][c:12]2[c:13]1[nH:14][c:15](-[c:17]1[c:18](=[O:33])[nH:19][cH:20][cH:21][c:22]1[NH:23][CH2:24][CH:25]([c:26]1[cH:27][cH:28][cH:29][cH:30][cH:31]1)[OH:32])[n:16]2)[C:35](=[O:36])[O:37][c:38]1[cH:39][cH:40][c:41]([O:44][CH3:45])[cH:42][cH:43]1. The reactants are Brc1cncc(Br)c1, CC(C)(C)OC(=O)N1CCNCC1, CC(C)(C)[O-], [Na+], C1COCCO1, O=C(C=Cc1ccccc1)C=Cc1ccccc1, O=C(C=Cc1ccccc1)C=Cc1ccccc1, O=C(C=Cc1ccccc1)C=Cc1ccccc1, [Pd], [Pd]. The product is CC(C)(C)OC(=O)N1CCN(c2cncc(Br)c2)CC1. Reaction SMILES: [Br:1][c:2]1[cH:3][n:4][cH:5][c:6]([Br:8])[cH:7]1.[C:9]([CH3:10])([CH3:11])([CH3:12])[O:13][C:14](=[O:15])[N:16]1[CH2:17][CH2:18][NH:19][CH2:20][CH2:21]1.[CH3:22][C:23]([CH3:24])([O-:25])[CH3:26].[Na+:27].[O:28]1[CH2:29][CH2:30][O:31][CH2:32][CH2:33]1.[O:36]=[C:37]([CH:38]=[CH:39][c:40]1[cH:41][cH:42][cH:43][cH:44][cH:45]1)[CH:46]=[CH:47][c:48]1[cH:49][cH:50][cH:51][cH:52][cH:53]1.[O:54]=[C:55]([CH:56]=[CH:57][c:58]1[cH:59][cH:60][cH:61][cH:62][cH:63]1)[CH:64]=[CH:65][c:66]1[cH:67][cH:68][cH:69][cH:70][cH:71]1.[O:72]=[C:73]([CH:74]=[CH:75][c:76]1[cH:77][cH:78][cH:79][cH:80][cH:81]1)[CH:82]=[CH:83][c:84]1[cH:85][cH:86][cH:87][cH:88][cH:89]1.[Pd:34].[Pd:35]>>[c:2]1([N:19]2[CH2:18][CH2:17][N:16]([C:14]([O:13][C:9]([CH3:10])([CH3:11])[CH3:12])=[O:15])[CH2:21][CH2:20]2)[cH:3][n:4][cH:5][c:6]([Br:8])[cH:7]1. Starting materials: O=C([O-])[O-], CC#N, CC(C)O, N#Cc1cccc(-c2noc(CCl)n2)c1, [K+], [K+], c1cc(-c2nnc3n2CCCN3)ccn1. Yields the product N#Cc1cccc(-c2noc(CN3CCCn4c(-c5ccncc5)nnc43)n2)c1. RXN SMILES: [C:31](=[O:32])([O-:33])[O-:34].[CH3:37][C:38]#[N:39].[CH:40]([OH:41])([CH3:42])[CH3:43].[Cl:1][CH2:2][c:3]1[n:4][c:5](-[c:8]2[cH:9][c:10]([C:11]#[N:12])[cH:13][cH:14][cH:15]2)[n:6][o:7]1.[K+:35].[K+:36].[n:16]1[cH:17][cH:18][c:19](-[c:22]2[n:23][n:24][c:25]3[n:26]2[CH2:27][CH2:28][CH2:29][NH:30]3)[cH:20][cH:21]1>>[CH2:2]([c:3]1[n:4][c:5](-[c:8]2[cH:9][c:10]([C:11]#[N:12])[cH:13][cH:14][cH:15]2)[n:6][o:7]1)[N:30]1[c:25]2[n:24][n:23][c:22](-[c:19]3[cH:18][cH:17][n:16][cH:21][cH:20]3)[n:26]2[CH2:27][CH2:28][CH2:29]1. Reactants: NC(=O)c1cc2c(=O)c3ccccc3ccn2c1, O=N[O-], [Na+], O, O=S(=O)(O)O. Yields the product O=C(O)c1cc2c(=O)c3ccccc3ccn2c1. Reaction SMILES: [C:1]([NH2:2])(=[O:3])[c:4]1[cH:5][c:6]2[c:7](=[O:18])[c:8]3[c:9]([cH:10][cH:11][n:12]2[cH:13]1)[cH:14][cH:15][cH:16][cH:17]3.[N:24]([O-:25])=[O:26].[Na+:27].[OH2:28].[S:19]([OH:20])(=[O:21])(=[O:22])[OH:23]>>[C:1](=[O:3])([c:4]1[cH:5][c:6]2[c:7](=[O:18])[c:8]3[c:9]([cH:10][cH:11][n:12]2[cH:13]1)[cH:14][cH:15][cH:16][cH:17]3)[OH:20]. Starting materials: O (water), C12(CC3CC(CC(C1)C3)C2)CCC2=C(N=C(N2)C2(CCCCC2)COC)C(=O)NC=2C=C(C(=O)O)C=CC2 (3-{[5-(2-adamantan-1-yl-ethyl)-2-(1-methoxymethyl-cyclohexyl)-1H-imidazole-4-carbonyl]-amino}-benzoic acid), solution, B(Br)(Br)Br (boron tribromide). Run in C(Cl)Cl (DCM), C(Cl)Cl (DCM). Reaction conditions: time 16 hour. The product is C12(CC3CC(CC(C1)C3)C2)CCC2=C(N=C(N2)C2(CCCCC2)CO)C(=O)NC=2C=C(C(=O)O)C=CC2 (3-{[5-(2-Adamantan-1-yl-ethyl)-2-(1-hydroxymethyl-cyclohexyl)-1H-imidazole-4-carbonyl]-amino}-benzoic Acid). Isolated yield 13.8%. RXN SMILES: [C:1]12([CH2:11][CH2:12][C:13]3[NH:17][C:16]([C:18]4([CH2:24][O:25]C)[CH2:23][CH2:22][CH2:21][CH2:20][CH2:19]4)=[N:15][C:14]=3[C:27]([NH:29][C:30]3[CH:31]=[C:32]([CH:36]=[CH:37][CH:38]=3)[C:33]([OH:35])=[O:34])=[O:28])[CH2:10][CH:5]3[CH2:6][CH:7]([CH2:9][CH:3]([CH2:4]3)[CH2:2]1)[CH2:8]2.B(Br)(Br)Br.O>C(Cl)Cl>[C:1]12([CH2:11][CH2:12][C:13]3[NH:17][C:16]([C:18]4([CH2:24][OH:25])[CH2:19][CH2:20][CH2:21][CH2:22][CH2:23]4)=[N:15][C:14]=3[C:27]([NH:29][C:30]3[CH:31]=[C:32]([CH:36]=[CH:37][CH:38]=3)[C:33]([OH:35])=[O:34])=[O:28])[CH2:10][CH:5]3[CH2:4][CH:3]([CH2:9][CH:7]([CH2:6]3)[CH2:8]1)[CH2:2]2. Procedure details: To a suspension of 3-{[5-(2-adamantan-1-yl-ethyl)-2-(1-methoxymethyl-cyclohexyl)-1H-imidazole-4-carbonyl]-amino}-benzoic acid (Example 203) (300 mg, 0.58 mmol) in DCM (10 ml) was added 1 M solution of boron tribromide in DCM (1.72 ml, 1.72 mmol) at 0° C. The mixture was stirred at room temperature for 16 h, cooled to 0° C., and water (20 ml) was added slowly. The product was extracted with DCM/MeOH (3×20 ml of 9:1 mixture), the organic phase was dried (MgSO4) and the solvent was evaporated. The ... Reactants: O=C(Cl)CCl, CC(N)(CO)c1cc(Br)ccc1F. The product is CC(CO)(NC(=O)CCl)c1cc(Br)ccc1F. RXN SMILES: [Cl:14][CH2:15][C:16](=[O:17])[Cl:18].[NH2:1][C:2]([CH2:3][OH:4])([CH3:5])[c:6]1[c:7]([F:13])[cH:8][cH:9][c:10]([Br:12])[cH:11]1>>[NH:1]([C:2]([CH2:3][OH:4])([CH3:5])[c:6]1[c:7]([F:13])[cH:8][cH:9][c:10]([Br:12])[cH:11]1)[C:16]([CH2:15][Cl:14])=[O:17]. Starting materials: C1(=CC=CC=C1)C1=NCCC2=CC(=C(C=C12)OC)OC (1-phenyl-6,7-dimethoxy-3,4-dihydroisoquinoline), CI (methyl iodide). The solvent is CC(=O)C (acetone). Conditions: time 16 hour. Product: [I-].C[N+]1=C(C2=CC(=C(C=C2CC1)OC)OC)C1=CC=CC=C1 (N-Methyl-1-phenyl-6,7-dimethoxy-3,4-dihydroisoquinolinium iodide). Yield: 93.0%. As a reaction SMILES: [C:1]1([C:7]2[C:16]3[C:11](=[CH:12][C:13]([O:19][CH3:20])=[C:14]([O:17][CH3:18])[CH:15]=3)[CH2:10][CH2:9][N:8]=2)[CH:6]=[CH:5][CH:4]=[CH:3][CH:2]=1.[CH3:21][I:22]>CC(C)=O>[I-:22].[CH3:21][N+:8]1[CH2:9][CH2:10][C:11]2[C:16](=[CH:15][C:14]([O:17][CH3:18])=[C:13]([O:19][CH3:20])[CH:12]=2)[C:7]=1[C:1]1[CH:6]=[CH:5][CH:4]=[CH:3][CH:2]=1 |f:3.4|. Procedure details: To a stirred solution of 1-phenyl-6,7-dimethoxy-3,4-dihydroisoquinoline in acetone was added methyl iodide and the reaction mixture was stirred at room temperature for 16 hours. A pale yellow precipitate was formed. The by-products and unreacted methyl iodide were removed in vacuo to afford the desired compound in 93% yield. The reactants are COc1nc(-c2ccccc2)cnc1CO, ClCCl, O=S(Cl)Cl. The product is COc1nc(-c2ccccc2)cnc1CCl. Reaction SMILES: [CH3:1][O:2][c:3]1[c:4]([CH2:15][OH:16])[n:5][cH:6][c:7](-[c:9]2[cH:10][cH:11][cH:12][cH:13][cH:14]2)[n:8]1.[Cl:21][CH2:22][Cl:23].[S:17]([Cl:18])([Cl:19])=[O:20]>>[CH3:1][O:2][c:3]1[c:4]([CH2:15][Cl:19])[n:5][cH:6][c:7](-[c:9]2[cH:10][cH:11][cH:12][cH:13][cH:14]2)[n:8]1.